Dataset: the Open Reaction Database (ORD), a public repository of structured organic reaction records. Task: describe an organic reaction: reactants, conditions, products, and yield Run in O1CCCC1 (tetrahydrofuran), O1CCCC1 (tetrahydrofuran), CCCCCC (hexane). Yields the product COC1=NC(=NC(=C1)OC)C(C(=O)OCC)CCC (Ethyl 2-(4,6-dimethoxypyrimidin-2-yl)pentanoate). Procedure: 4,2 g (30 mmol) Diisopropylamine in 100 ml tetrahydrofuran, under nitrogen at -78° C., was treated with 19 ml (30 mmol) 1.6M butyllithium in hexane. The mixture was stirred for 30 minutes and then at -60° C., a solution of 3.5 g (27 mmol) ethyl pentanoate, dissolved in 20 ml tetrahydrofuran, was added dropwise. The mixture was stirred for a further hour and 5.9 g (27 mmol) 4,6-dimethoxy-2-methylsulphonylpyrimidine was added, portionwise. The temperature of the mixture rose over 2 hours to +10° C... Reactants: C(CCCC)(=O)OCC (ethyl pentanoate), C(C)(C)NC(C)C (Diisopropylamine), C(CCC)[Li] (butyllithium), COC1=NC(=NC(=C1)OC)S(=O)(=O)C (4,6-dimethoxy-2-methylsulphonylpyrimidine). As a reaction SMILES: C(NC(C)C)(C)C.C([Li])CCC.[C:13]([O:19][CH2:20][CH3:21])(=[O:18])[CH2:14][CH2:15][CH2:16][CH3:17].[CH3:22][O:23][C:24]1[CH:29]=[C:28]([O:30][CH3:31])[N:27]=[C:26](S(C)(=O)=O)[N:25]=1>O1CCCC1.CCCCCC>[CH3:22][O:23][C:24]1[CH:29]=[C:28]([O:30][CH3:31])[N:27]=[C:26]([CH:14]([CH2:15][CH2:16][CH3:17])[C:13]([O:19][CH2:20][CH3:21])=[O:18])[N:25]=1. Reaction conditions: time 30 minute. Reactants: NC1=NC=C(C(=C1[N+](=O)[O-])Cl)Cl (2-amino-4,5-dichloro-3-nitropyridine), C(C)(C)N(CC)C(C)C (diisopropylethylamine), N1=CC(=CC=C1)CN1CCNCC1 (1-[(3-pyridyl)-methyl)-piperazine). Run in C(C)(C)O (isopropanol), C(C)(C)O (isopropanol). Conditions: temperature 45 celsius. The product is ClC=1C(=C(C(=NC1)N)[N+](=O)[O-])N1CCN(CC1)CC=1C=NC=CC1 (5-Chloro-3-nitro-4-(4-(pyridin-3-ylmethyl)piperazin-1-yl)pyridin-2-amine), solid. The yield is 75.0%. RXN SMILES: [NH2:1][C:2]1[C:7]([N+:8]([O-:10])=[O:9])=[C:6](Cl)[C:5]([Cl:12])=[CH:4][N:3]=1.[N:13]1[CH:18]=[CH:17][CH:16]=[C:15]([CH2:19][N:20]2[CH2:25][CH2:24][NH:23][CH2:22][CH2:21]2)[CH:14]=1.C(N(C(C)C)CC)(C)C>C(O)(C)C>[Cl:12][C:5]1[C:6]([N:23]2[CH2:24][CH2:25][N:20]([CH2:19][C:15]3[CH:14]=[N:13][CH:18]=[CH:17][CH:16]=3)[CH2:21][CH2:22]2)=[C:7]([N+:8]([O-:10])=[O:9])[C:2]([NH2:1])=[N:3][CH:4]=1. Reported procedure: To a mixture of 2-amino-4,5-dichloro-3-nitropyridine (0.030 g, 0.14 mmol) and isopropanol (3.0 ml) was added 1-[(3-pyridyl)-methyl)-piperazine (0.028 g, 0.16 mmol) followed by diisopropylethylamine (0.03 ml, 0.18 mmol). The reaction mixture was heated at 45° C. for 20 h, then allowed to cool to room temperature, and diluted with isopropanol (2.5 ml). The precipitate was collected by filtration and washed with isopropanol and diethyl ether. The title compound was thus obtained as a yellow solid (... Reactants: C(C)(C)(C)OC(CN1C(=NC2=C1C=CC(=C2)N(C(C2=CC(=CC=C2)F)=O)CC2=CC=CC=C2)CCC)=O ({5-[Benzyl-(3-fluoro-benzoyl)-amino]-2-propyl-benzoimidazol-1-yl}-acetic acid tert-butyl ester), C(=O)(C(F)(F)F)O (TFA). The product is C(C1=CC=CC=C1)N(C1=CC2=C(N(C(=N2)CCC)CC(=O)O)C=C1)C(C1=CC(=CC=C1)F)=O ({5-[Benzyl-(3-fluoro-benzoyl)-amino]-2-propyl-benzoimidazol-1-yl}-acetic acid). Reaction SMILES: C([O:5][C:6](=[O:37])[CH2:7][N:8]1[C:12]2[CH:13]=[CH:14][C:15]([N:17]([CH2:27][C:28]3[CH:33]=[CH:32][CH:31]=[CH:30][CH:29]=3)[C:18](=[O:26])[C:19]3[CH:24]=[CH:23][CH:22]=[C:21]([F:25])[CH:20]=3)=[CH:16][C:11]=2[N:10]=[C:9]1[CH2:34][CH2:35][CH3:36])(C)(C)C.C(O)(C(F)(F)F)=O>>[CH2:27]([N:17]([C:18](=[O:26])[C:19]1[CH:24]=[CH:23][CH:22]=[C:21]([F:25])[CH:20]=1)[C:15]1[CH:14]=[CH:13][C:12]2[N:8]([CH2:7][C:6]([OH:37])=[O:5])[C:9]([CH2:34][CH2:35][CH3:36])=[N:10][C:11]=2[CH:16]=1)[C:28]1[CH:33]=[CH:32][CH:31]=[CH:30][CH:29]=1. Reported procedure: {5-[Benzyl-(3-fluoro-benzoyl)-amino]-2-propyl-benzoimidazol-1-yl}-acetic acid tert-butyl ester (0.12 mmol) was treated with TFA (2 mL) for 2 hours, concentrated, and purified by preparative LCMS to give the title compound. 1H NMR (d6-DMSO) δ7.79 (m, 1H), 7.68 (m, 1H), 7.55 (m, 2H), 7.21 (m, 6H), 7.02 (m, 1H), 6.92 (m, 1H), 5.11 (s, 2H), 4.99 (s, 2H), 2.68 (t, 2H), 1.71 (m, 2H), 0.95 (t, 3H). MS calculated for C26H24FN3O3+H: 446, observed: 446. Starting materials: BrB(Br)Br, CCc1c(CC(N)=O)c2c(OC)cccc2n1Cc1ccccc1. Yields the product CCc1c(CC(N)=O)c2c(O)cccc2n1Cc1ccccc1. RXN SMILES: [B:25]([Br:26])([Br:27])[Br:28].[CH2:1]([CH3:2])[c:3]1[n:4]([CH2:18][c:19]2[cH:20][cH:21][cH:22][cH:23][cH:24]2)[c:5]2[cH:6][cH:7][cH:8][c:9]([O:16][CH3:17])[c:10]2[c:11]1[CH2:12][C:13](=[O:14])[NH2:15]>>[CH2:1]([CH3:2])[c:3]1[n:4]([CH2:18][c:19]2[cH:20][cH:21][cH:22][cH:23][cH:24]2)[c:5]2[cH:6][cH:7][cH:8][c:9]([OH:16])[c:10]2[c:11]1[CH2:12][C:13](=[O:14])[NH2:15]. The reactants are ClCCCl, COc1cc2nc(-c3n[nH]cc3N)[nH]c2cc1OC, COc1ccc(F)cc1C(=O)O, CN(C)C=O, On1nnc2ccccc21. The product is COc1cc2nc(-c3n[nH]cc3NC(=O)c3cc(F)ccc3OC)[nH]c2cc1OC. As a reaction SMILES: [CH2:1]([Cl:2])[CH2:3][Cl:4].[CH3:15][O:16][c:17]1[cH:18][c:19]2[c:20]([nH:21][c:22](-[c:24]3[n:25][nH:26][cH:27][c:28]3[NH2:29])[n:23]2)[cH:30][c:31]1[O:32][CH3:33].[F:34][c:35]1[cH:36][cH:37][c:38]([O:44][CH3:45])[c:39]([C:40](=[O:41])[OH:42])[cH:43]1.[O:46]=[CH:47][N:48]([CH3:49])[CH3:50].[OH:5][n:6]1[c:7]2[c:8]([cH:9][cH:10][cH:11][cH:12]2)[n:13][n:14]1>>[CH3:15][O:16][c:17]1[cH:18][c:19]2[c:20]([n:21][c:22](-[c:24]3[n:25][nH:26][cH:27][c:28]3[NH:29][C:40]([c:39]3[c:38]([O:44][CH3:45])[cH:37][cH:36][c:35]([F:34])[cH:43]3)=[O:41])[nH:23]2)[cH:30][c:31]1[O:32][CH3:33]. Reactants: O1CCN(CC1)C1=CC=C(N)C=C1 (4-morpholinoaniline), O1CCN(CC1)C1=CC2=C(NC(=N2)C2=CC=C(C(=O)[O-])C=C2)C=C1 (4-(5-morpholino-1H-benzimidazol-2-yl)benzoate). Product: O1CCN(CC1)C1=CC2=C(NC(=N2)C2=CC=C(C(=O)NC3=CC=C(C=C3)N3CCOCC3)C=C2)C=C1 (4-(5-Morpholino-1H-benzimidazol-2-yl)-N-(4-morpholinophenyl)benzamide). As a reaction SMILES: [O:1]1[CH2:6][CH2:5][N:4]([C:7]2[CH:13]=[CH:12][C:10]([NH2:11])=[CH:9][CH:8]=2)[CH2:3][CH2:2]1.[O:14]1[CH2:19][CH2:18][N:17]([C:20]2[CH:37]=[CH:36][C:23]3[NH:24][C:25]([C:27]4[CH:35]=[CH:34][C:30]([C:31]([O-])=[O:32])=[CH:29][CH:28]=4)=[N:26][C:22]=3[CH:21]=2)[CH2:16][CH2:15]1>>[O:14]1[CH2:19][CH2:18][N:17]([C:20]2[CH:37]=[CH:36][C:23]3[NH:24][C:25]([C:27]4[CH:35]=[CH:34][C:30]([C:31]([NH:11][C:10]5[CH:9]=[CH:8][C:7]([N:4]6[CH2:5][CH2:6][O:1][CH2:2][CH2:3]6)=[CH:13][CH:12]=5)=[O:32])=[CH:29][CH:28]=4)=[N:26][C:22]=3[CH:21]=2)[CH2:16][CH2:15]1. Procedure: Compound 457 was prepared from 4-morpholinoaniline and 4-(5-morpholino-1H-benzimidazol-2-yl)benzoate by standard conditions. [M+H]+ calcd for C28H29N5O3: 484.23; found: 484.01. Starting materials: BrC=1C=CC(=NC1)N1CCSCC1 (4-(5-bromopyridin-2-yl)thiomorpholine), C(CC(=O)OCC)(=O)OCC (diethyl malonate), C1(=C(C=CC=C1)P(C(C)(C)C)C(C)(C)C)C1=CC=CC=C1 (biphenyl-2-yl-di-tert-butylphosphine), C(C)(C)(C)O[Na] (t-BuONa). Reagents/catalysts: CC(=O)[O-].CC(=O)[O-].[Pd+2] (Pd(OAc)2). The solvent is C1(=CC=CC=C1)C (toluene). Reaction conditions: temperature 98 celsius, time 1 hour. Yields the product S1CCN(CC1)C1=CC=C(C=N1)C(C(=O)OCC)C(=O)OCC (diethyl 2-(6-thiomorpholinopyridin-3-yl)malonate). Reaction SMILES: Br[C:2]1[CH:3]=[CH:4][C:5]([N:8]2[CH2:13][CH2:12][S:11][CH2:10][CH2:9]2)=[N:6][CH:7]=1.[C:14]([O:22][CH2:23][CH3:24])(=[O:21])[CH2:15][C:16]([O:18][CH2:19][CH3:20])=[O:17].C1(C2C=CC=CC=2)C=CC=CC=1P(C(C)(C)C)C(C)(C)C.C(O[Na])(C)(C)C>C1(C)C=CC=CC=1.CC([O-])=O.CC([O-])=O.[Pd+2]>[S:11]1[CH2:12][CH2:13][N:8]([C:5]2[N:6]=[CH:7][C:2]([CH:15]([C:16]([O:18][CH2:19][CH3:20])=[O:17])[C:14]([O:22][CH2:23][CH3:24])=[O:21])=[CH:3][CH:4]=2)[CH2:9][CH2:10]1 |f:5.6.7|. Procedure details: A mixture of 4-(5-bromopyridin-2-yl)thiomorpholine 219-2 (2.37 g, 9.15 mmol), diethyl malonate (2.04 g, 12.8 mmol), Pd(OAc)2 (102 mg, 0.46 mmol), biphenyl-2-yl-di-tert-butylphosphine (270 mg, 0.9 mmol) and t-BuONa (1.76 g, 18.3 mmol) in toluene (45 ml) was stirred under argon at 98° C. for 1 hour. After cooled to room temperature, the mixture was filtered through celite and washed with ethyl acetate. The filtrate was evaporated and the residue was subjected to silica gel column chromatography to...